Dataset: the Open Reaction Database (ORD), a public repository of structured organic reaction records. Task: describe an organic reaction: reactants, conditions, products, and yield Yields the product COc1cc2ncnc(Oc3cccc(NC(=O)Nc4cc(C(C)(C)C(F)(F)F)no4)c3)c2cc1OC. Reactants: C1CCOC1, COc1cc2ncnc(Oc3cccc(N)c3)c2cc1OC, CN(C)c1ccncc1, CC(C)(c1cc(NC(=O)Oc2ccc(Cl)cc2)on1)C(F)(F)F. As a reaction SMILES: [CH2:46]1[O:47][CH2:48][CH2:49][CH2:50]1.[CH3:1][O:2][c:3]1[cH:4][c:5]2[c:6]([O:15][c:16]3[cH:17][c:18]([NH2:19])[cH:20][cH:21][cH:22]3)[n:7][cH:8][n:9][c:10]2[cH:11][c:12]1[O:13][CH3:14].[CH3:51][N:52]([CH3:53])[c:54]1[cH:55][cH:56][n:57][cH:58][cH:59]1.[F:23][C:24]([C:25]([CH3:26])([CH3:27])[c:28]1[n:29][o:30][c:31]([NH:33][C:34]([O:35][c:37]2[cH:38][cH:39][c:40]([Cl:41])[cH:42][cH:43]2)=[O:36])[cH:32]1)([F:44])[F:45]>>[CH3:1][O:2][c:3]1[cH:4][c:5]2[c:6]([O:15][c:16]3[cH:17][c:18]([NH:19][C:34]([NH:33][c:31]4[o:30][n:29][c:28]([C:25]([C:24]([F:23])([F:44])[F:45])([CH3:26])[CH3:27])[cH:32]4)=[O:35])[cH:20][cH:21][cH:22]3)[n:7][cH:8][n:9][c:10]2[cH:11][c:12]1[O:13][CH3:14]. Reactants: C(C1=CC=CC=C1)OC=1C=C(C(=O)N)C=CC1 (3-benzyloxybenzamide), ClCC(=O)CCl (1,3-dichloroacetone). The product is C(C1=CC=CC=C1)OC=1C=C(C=CC1)C=1OC=C(N1)CCl (2-(3-benzyloxyphenyl)-4-chloromethyloxazole). Isolated yield 26.0%. RXN SMILES: [CH2:1]([O:8][C:9]1[CH:10]=[C:11]([CH:15]=[CH:16][CH:17]=1)[C:12]([NH2:14])=[O:13])[C:2]1[CH:7]=[CH:6][CH:5]=[CH:4][CH:3]=1.[Cl:18][CH2:19][C:20]([CH2:22]Cl)=O>>[CH2:1]([O:8][C:9]1[CH:10]=[C:11]([C:12]2[O:13][CH:22]=[C:20]([CH2:19][Cl:18])[N:14]=2)[CH:15]=[CH:16][CH:17]=1)[C:2]1[CH:3]=[CH:4][CH:5]=[CH:6][CH:7]=1. Reported procedure: In substantially the same manner as in Reference Example 31, 3-benzyloxybenzamide was allowed to react with 1,3-dichloroacetone to give 2-(3-benzyloxyphenyl)-4-chloromethyloxazole. The yield was 26%. Recrystallization from ethyl acetate-hexane gave colorless prisms, mp 49-50° C. Starting materials: COC(COC=1C(=C(C(=NC1)CCC(=O)OC)C(=O)OC)C(=O)OC)=O (dimethyl 5-(2-methoxy-2-oxoethoxy)-2-(3-methoxy-3-oxopropyl)pyridine-3,4-dicarboxylate), C[O-].[Na+] (sodium methoxide). The solvent is CO (methanol). Conditions: time 30 minute. The product is OC1=C(OC=2C=NC(=C(C21)C(=O)OC)CCC(=O)OC)C(=O)OC (dimethyl 3-hydroxy-5-(3-methoxy-3-oxopropyl)furo[2,3-c]pyridine-2,4-dicarboxylate). Isolated yield 67.2%. As a reaction SMILES: [CH3:1][O:2][C:3](=[O:26])[CH2:4][O:5][C:6]1[C:7]([C:22](OC)=[O:23])=[C:8]([C:18]([O:20][CH3:21])=[O:19])[C:9]([CH2:12][CH2:13][C:14]([O:16][CH3:17])=[O:15])=[N:10][CH:11]=1.C[O-].[Na+]>CO>[OH:23][C:22]1[C:7]2[C:8]([C:18]([O:20][CH3:21])=[O:19])=[C:9]([CH2:12][CH2:13][C:14]([O:16][CH3:17])=[O:15])[N:10]=[CH:11][C:6]=2[O:5][C:4]=1[C:3]([O:2][CH3:1])=[O:26] |f:1.2|. Procedure: To a solution of dimethyl 5-(2-methoxy-2-oxoethoxy)-2-(3-methoxy-3-oxopropyl)pyridine-3,4-dicarboxylate (2.20 g, 5.96 mmol) in methanol (60 mL) was added sodium methoxide (0.805 g, 14.9 mmol) at 80° C., and the mixture was stirred for 30 min. The resulting precipitate was collected by filtration, washed with methanol, and dissolved in 1M hydrochloric acid (10 mL). The mixture was extracted with ethyl acetate and the extract was dried over anhydrous sodium sulfate. The solvent was evaporated unde... The solvent is C(C)O (ethanol). The product is C(C)(=O)NNC=1CN=C(C2=C(N1)SC=C2)C2=CC=CC=C2 (2-(2-acetylhydrazino)-5-phenyl-3H-thieno[2,3-e]-1,4-diazepine). RXN SMILES: [C:1]1([C:7]2[C:8]3[CH:17]=[CH:16][S:15][C:9]=3[NH:10][C:11](=S)[CH2:12][N:13]=2)[CH:6]=[CH:5][CH:4]=[CH:3][CH:2]=1.[C:18]([NH:21][NH2:22])(=[O:20])[CH3:19].O>C(O)C>[C:18]([NH:21][NH:22][C:11]1[CH2:12][N:13]=[C:7]([C:1]2[CH:6]=[CH:5][CH:4]=[CH:3][CH:2]=2)[C:8]2[CH:17]=[CH:16][S:15][C:9]=2[N:10]=1)(=[O:20])[CH3:19]. Reported procedure: 1.5 g (0.00582 mol) of 1,3-dihydro-5-phenyl-2H-thieno[2,3-e]-1,4-diazepine-2-thione are heated to reflux for 4 hours under a nitrogen atmosphere with 1.3 g (0.0175 mol) of acetyl hydrazine in 120 ml of absolute ethanol. The solvent is evaporated and the crystals obtained are shaken with water in a separating funnel. After filtration under a vacuum, the product is recrystallized from ethyl acetate containing active carbon to give colorless crystals of 2-(2-acetylhydrazino)-5-phenyl-3H-thieno[2,3-... The reactants are C1(=CC=CC=C1)C=1C2=C(NC(CN1)=S)SC=C2 (1,3-dihydro-5-phenyl-2H-thieno[2,3-e]-1,4-diazepine-2-thione), C(C)(=O)NN (acetyl hydrazine), O (water). Starting materials: CS(=O)(=O)Cl (methanesulfonyl chloride), Cl.Cl.Cl.O1COC2=C1C=CC=C2N2CCN(CC2)CC[C@@H]2CC[C@H](CC2)N (Trans-4-[2-(4-Benzo[1,3]dioxol-4-yl-piperazin-1-yl)-ethyl]-cyclohexylamine trihydrochloride), Cl.Cl.Cl.O1COC2=C1C=CC=C2N2CCN(CC2)CC[C@@H]2CC[C@H](CC2)N (Trans-4-[2-(4-Benzo[1,3]dioxol-4-yl-piperazin-1-yl)-ethyl]-cyclohexylamine trihydrochloride), C(C)(C)NC(C)C (N,N-diisopropylamine). The solvent is ClCCl (dichloromethane). Reaction conditions: time 10 minute. Product: O1COC2=C1C=CC=C2N2CCN(CC2)CC[C@@H]2CC[C@H](CC2)NS(=O)(=O)C (Trans-N-{4-[2-(4-Benzo[1,3]dioxol-4-yl-piperazin-1-yl)-ethyl]-cyclohexyl}-methanesulfonamide). The yield is 64.6%. Reaction SMILES: Cl.Cl.Cl.[O:4]1[C:8]2[CH:9]=[CH:10][CH:11]=[C:12]([N:13]3[CH2:18][CH2:17][N:16]([CH2:19][CH2:20][C@H:21]4[CH2:26][CH2:25][C@H:24]([NH2:27])[CH2:23][CH2:22]4)[CH2:15][CH2:14]3)[C:7]=2[O:6][CH2:5]1.C(NC(C)C)(C)C.[CH3:35][S:36](Cl)(=[O:38])=[O:37]>ClCCl>[O:4]1[C:8]2[CH:9]=[CH:10][CH:11]=[C:12]([N:13]3[CH2:18][CH2:17][N:16]([CH2:19][CH2:20][C@H:21]4[CH2:26][CH2:25][C@H:24]([NH:27][S:36]([CH3:35])(=[O:38])=[O:37])[CH2:23][CH2:22]4)[CH2:15][CH2:14]3)[C:7]=2[O:6][CH2:5]1 |f:0.1.2.3|. Procedure details: In a 5 mL round-bottomed flask, Trans-4-[2-(4-Benzo[1,3]dioxol-4-yl-piperazin-1-yl)-ethyl]-cyclohexylamine hydrochloride (Intermediate A) (25 mg, 0.068 mmol) was solved in dichloromethane (500 μl) to give a white suspension. N,N-diisopropylamine (26.3 mg, 35.6 μl, 0.204 mmol) was added. and after 10 min stirring, methanesulfonyl chloride (11.7 mg, 7.89 μl, 0.102 mmol) was added and the reaction mixture was stirred over night at room temp. The reaction was quenched with 15 mL of saturated NaHCO3 ... Reactants: CCOC(=O)C (EtOAc), C(=O)(O)[O-].[Na+] (NaHCO3), BrCC(=O)C1=CC(=C(C(=C1)OC)Br)OC (2-bromo-1-(4-bromo-3,5-dimethoxyphenyl)ethanone), C(=O)N (formamide). Conditions: time 5 hour. Yields the product BrC1=C(C=C(C=C1OC)C=1N=COC1)OC (4-(4-bromo-3,5-dimethoxyphenyl)oxazole). The yield is 58.0%. RXN SMILES: Br[CH2:2][C:3]([C:5]1[CH:10]=[C:9]([O:11][CH3:12])[C:8]([Br:13])=[C:7]([O:14][CH3:15])[CH:6]=1)=O.CCOC(C)=O.C([O-])(O)=O.[Na+].[CH:27]([NH2:29])=[O:28]>>[Br:13][C:8]1[C:9]([O:11][CH3:12])=[CH:10][C:5]([C:3]2[N:29]=[CH:27][O:28][CH:2]=2)=[CH:6][C:7]=1[O:14][CH3:15] |f:2.3|. Procedure details: A solution of 2-bromo-1-(4-bromo-3,5-dimethoxyphenyl)ethanone (0.8 g, 0.96 mmol) in formamide (7 mL) in an oven-dried flask under argon was heated at 100° C. for 10 hours then 110° C. for 5 hours. After cooling to room temp, EtOAc and saturated aqueous NaHCO3 were carefully added and the mixture was stirred for 15 minutes. It was then extracted with EtOAc twice and the combined organics were washed with H2O and brine, dried over Na2SO4 and concentrated. Purification by chromatography (20-40% EtO... Reactants: O (water), C(=O)(O)C(=CCC(=S)OC)Cl (methyl (2-carboxy-2-chlorovinyl)thioacetate), C(C)(C)[N-]C(C)C.[Li+] (lithium diisopropylamide), C(=O)=O (dry ice). Solvent: C1CCOC1 (THF). Conditions: time 30 minute. Product: C(N)(=O)C(C(=S)O)C=CCl (carbamoylchlorovinylthioacetic acid). Reaction SMILES: C([C:4]([Cl:11])=[CH:5][CH2:6][C:7]([O:9]C)=[S:8])(O)=O.C([N-:15][CH:16](C)C)(C)C.[Li+].C(=O)=[O:21].O>C1COCC1>[C:16]([CH:6]([CH:5]=[CH:4][Cl:11])[C:7]([OH:9])=[S:8])(=[O:21])[NH2:15] |f:1.2|. Procedure details: Methyl (2-chlorovinyl)thioacetate (1) (2 g) and lithium diisopropylamide (1.08 g) are stirred in THF (2 ml) at -60° C. for 15 minutes. After addition of dry ice (5 g), the mixture is stirred for 30 minutes and allowed to warm to room temperature. The reaction mixture is poured into water and washed with ethyl acetate to remove neutral material. The remaining aqueous solution is acidified with HCl and extracted with ethyl acetate. The extract is washed with water and vacuum evaporated to give the... Reactants: Intermediate K, C(=O)(O)C1=CC(=C(C=C1)B(O)O)OC (4-carboxy-2-methoxyphenyl boronic acid), C(O)CN (ethanolamine). The product is OCCNC(=O)C1=CC(=C(C=C1)B(O)O)OC ((4((2-hydroxyethyl)carbamoyl)-2-methoxyphenyl)boronic acid). Reaction SMILES: [C:1]([C:4]1[CH:9]=[CH:8][C:7]([B:10]([OH:12])[OH:11])=[C:6]([O:13][CH3:14])[CH:5]=1)([OH:3])=O.[CH2:15]([CH2:17][NH2:18])[OH:16]>>[OH:16][CH2:15][CH2:17][NH:18][C:1]([C:4]1[CH:9]=[CH:8][C:7]([B:10]([OH:12])[OH:11])=[C:6]([O:13][CH3:14])[CH:5]=1)=[O:3]. Reported procedure: The title compound was prepared in analogy to the procedure described for Intermediate K from 4-carboxy-2-methoxyphenyl boronic acid and ethanolamine. The solvent was removed and then water and EtOAc were added. The phases were separated and the aqueous one was extracted twice with EtOAc. The organics extracts were combined and dried (Na2SO4), and concentrated. The residue was triturated in acetonitrile to give the title compound. tR: 0.42 min (LC-MS 2); ESI-MS: 240.1 [M+H]+ (LC-MS 2). The reactants are C1COCCO1, CC(C)(C)[O-], Cl, COc1cn(-c2ccc(OS(=O)(=O)C(F)(F)F)cc2F)nc(-c2ccnn2-c2ccccc2)c1=O, FC1(F)CCNCC1, [Na+], O=C(C=Cc1ccccc1)C=Cc1ccccc1, O=C(C=Cc1ccccc1)C=Cc1ccccc1, O=C(C=Cc1ccccc1)C=Cc1ccccc1, O, [Pd], [Pd]. Yields the product COc1cn(-c2ccc(N3CCC(F)(F)CC3)cc2F)nc(-c2ccnn2-c2ccccc2)c1=O. Reaction SMILES: [CH2:52]1[O:53][CH2:54][CH2:55][O:56][CH2:57]1.[CH3:45][C:46]([CH3:47])([O-:48])[CH3:49].[ClH:36].[F:1][C:2]([F:3])([F:4])[S:5]([O:6][c:7]1[cH:8][c:9]([F:33])[c:10](-[n:13]2[n:14][c:15](-[c:22]3[cH:23][cH:24][n:25][n:26]3-[c:27]3[cH:28][cH:29][cH:30][cH:31][cH:32]3)[c:16](=[O:21])[c:17]([O:19][CH3:20])[cH:18]2)[cH:11][cH:12]1)(=[O:34])=[O:35].[F:37][C:38]1([F:44])[CH2:39][CH2:40][NH:41][CH2:42][CH2:43]1.[Na+:50].[O:60]=[C:61]([CH:62]=[CH:63][c:64]1[cH:65][cH:66][cH:67][cH:68][cH:69]1)[CH:70]=[CH:71][c:72]1[cH:73][cH:74][cH:75][cH:76][cH:77]1.[O:78]=[C:79]([CH:80]=[CH:81][c:82]1[cH:83][cH:84][cH:85][cH:86][cH:87]1)[CH:88]=[CH:89][c:90]1[cH:91][cH:92][cH:93][cH:94][cH:95]1.[O:96]=[C:97]([CH:98]=[CH:99][c:100]1[cH:101][cH:102][cH:103][cH:104][cH:105]1)[CH:106]=[CH:107][c:108]1[cH:109][cH:110][cH:111][cH:112][cH:113]1.[OH2:51].[Pd:58].[Pd:59]>>[c:7]1([N:41]2[CH2:40][CH2:39][C:38]([F:37])([F:44])[CH2:43][CH2:42]2)[cH:8][c:9]([F:33])[c:10](-[n:13]2[n:14][c:15](-[c:22]3[cH:23][cH:24][n:25][n:26]3-[c:27]3[cH:28][cH:29][cH:30][cH:31][cH:32]3)[c:16](=[O:21])[c:17]([O:19][CH3:20])[cH:18]2)[cH:11][cH:12]1.